This data is from the Open Reaction Database (ORD), a public repository of structured organic reaction records. The task is: describe an organic reaction: reactants, conditions, products, and yield The reactants are O (water), OCC1=NC(=NC(=N1)CO)CO (2,4,6-Trihydroxymethyl-s-triazine), N1=CC=CC=C1 (pyridine), C1(=CC=C(C=C1)S(=O)(=O)Cl)C (p-Toluenesulfonylchloride). Solvent: C(Cl)Cl (CH2Cl2), ClCCl (dichloromethane). Conditions: time 8 hour. Product: C1(=CC=C(C=C1)S(=O)(=O)CC1=NC(=NC(=N1)CO)CO)C (4-(p-Toluenesulfonylmethyl)-2,6-dihydroxymethyl-s-triazine). RXN SMILES: O[CH2:2][C:3]1[N:8]=[C:7]([CH2:9][OH:10])[N:6]=[C:5]([CH2:11][OH:12])[N:4]=1.N1C=CC=CC=1.[C:19]1([CH3:29])[CH:24]=[CH:23][C:22]([S:25](Cl)(=[O:27])=[O:26])=[CH:21][CH:20]=1.O>C(Cl)Cl>[C:19]1([CH3:29])[CH:24]=[CH:23][C:22]([S:25]([CH2:2][C:3]2[N:8]=[C:7]([CH2:9][OH:10])[N:6]=[C:5]([CH2:11][OH:12])[N:4]=2)(=[O:27])=[O:26])=[CH:21][CH:20]=1. Procedure: 2,4,6-Trihydroxymethyl-s-triazine (1 eq.) is dissolved in an excess of pyridine. p-Toluenesulfonylchloride (0.6 eq.) in CH2Cl2 is added and the reaction mixture is stirred overnight. The solvent volume is reduced to a slurry to which water and dichloromethane are added and the resulting mixture is extracted with CH2Cl2. The combined CH2Cl2 layers are dried (MgSO4) and concentrated to an oil. The oil is purified by silica gel flash column chromatography to give the title compound. The reactants are COC(=NC#N)c1ccoc1, CCOCC, CO, NCCc1ccccc1. Yields the product N#CNC(=NCCc1ccccc1)c1ccoc1. Reaction SMILES: [C:1](#[N:2])[N:3]=[C:4]([O:5][CH3:6])[c:7]1[cH:8][o:9][cH:10][cH:11]1.[CH3:21][CH2:22][O:23][CH2:24][CH3:25].[CH3:26][OH:27].[NH2:12][CH2:13][CH2:14][c:15]1[cH:16][cH:17][cH:18][cH:19][cH:20]1>>[C:1](#[N:2])[NH:3][C:4]([c:7]1[cH:8][o:9][cH:10][cH:11]1)=[N:12][CH2:13][CH2:14][c:15]1[cH:16][cH:17][cH:18][cH:19][cH:20]1. The reactants are ClC1=CC=C(C=C1)C(NC1=CC=C(C=C1)S(=O)(=O)C)=N (4-chloro-N-[4-(methylsulfonyl)phenyl]benzenecarboximidamide), C([O-])(O)=O.[Na+] (sodium bicarbonate), BrCC(CSC1=CC=CC=C1)=O (1-bromo-3-phenylthio-2-propanone). Run in CC(=O)C (acetone). Product: ClC1=CC=C(C=C1)C=1N(CC(N1)(CSC1=CC=CC=C1)O)C1=CC=C(C=C1)S(=O)(=O)C (2-(4-chlorophenyl)-4-hydroxy-1-[4-(methylsulfonyl) phenyl]-4-[(phenylthio)methyl]-4,5-dihydro-1H-imidazole). Reaction SMILES: [Cl:1][C:2]1[CH:7]=[CH:6][C:5]([C:8](=[NH:20])[NH:9][C:10]2[CH:15]=[CH:14][C:13]([S:16]([CH3:19])(=[O:18])=[O:17])=[CH:12][CH:11]=2)=[CH:4][CH:3]=1.C(=O)(O)[O-].[Na+].Br[CH2:27][C:28](=[O:37])[CH2:29][S:30][C:31]1[CH:36]=[CH:35][CH:34]=[CH:33][CH:32]=1>CC(C)=O>[Cl:1][C:2]1[CH:3]=[CH:4][C:5]([C:8]2[N:9]([C:10]3[CH:15]=[CH:14][C:13]([S:16]([CH3:19])(=[O:17])=[O:18])=[CH:12][CH:11]=3)[CH2:27][C:28]([OH:37])([CH2:29][S:30][C:31]3[CH:36]=[CH:35][CH:34]=[CH:33][CH:32]=3)[N:20]=2)=[CH:6][CH:7]=1 |f:1.2|. Reported procedure: To a mixture of 4-chloro-N-[4-(methylsulfonyl)phenyl]benzenecarboximidamide (Example 1, Step 1) (1 mmol) and sodium bicarbonate (2 mmol) in acetone (20 mL), 1-bromo-3-phenylthio-2-propanone (1.5 mmol) is added. After heating to reflux for 24 hours, the reaction mixture is filtered, washed with acetone and concentrated in vacuo. The crude product is chromatographed (silica gel, toluene/ethyl acetate) to give 2-(4-chlorophenyl)-4-hydroxy-1-[4-(methylsulfonyl) phenyl]-4-[(phenylthio)methyl]-4,5-dih... Reactants: N1CCOCC1 (morpholine), ClC1=CC=C(C#N)C=C1 (4-chlorobenzonitrile), ClC1=CC=C(C#N)C=C1 (4-chlorobenzonitrile). Solvent: O (Water). Reaction conditions: temperature 120 celsius. Product: N1(CCOCC1)C1=CC=C(C#N)C=C1 (4-(4-morpholinyl) Benzonitrile). The yield is 52.2%. RXN SMILES: [NH:1]1[CH2:6][CH2:5][O:4][CH2:3][CH2:2]1.Cl[C:8]1[CH:15]=[CH:14][C:11]([C:12]#[N:13])=[CH:10][CH:9]=1>O>[N:1]1([C:8]2[CH:15]=[CH:14][C:11]([C:12]#[N:13])=[CH:10][CH:9]=2)[CH2:6][CH2:5][O:4][CH2:3][CH2:2]1. Procedure details: A mixture of morpholine (3 g, 34 mmol) and 4-chlorobenzonitrile (1.55 g, 11.2 mmol) is heated at 120° C. The conversion of the 4-chlorobenzonitrile is complete after 12 hours. Water (10 ml) is then added into the reaction mixture. The precipitate is filtered off, washed with water and dried under vacuum (30° C.). Recrystallisation (50% aqueous ethanol) of the dried crude product gives 1.1 g of the title-compound. Yield: 52%, m.p. 82-83° C.; MS 188 (100, M+); H1 NMR (CDCl3): δ 7.46 (dd, 2H), 6.81... Reactants: C([O-])([O-])=O.[K+].[K+] (potassium carbonate), Cl.COC=1C=C(N)C=CC1N1C=NC(=C1)C (3-Methoxy-4-(4-methyl-1H-imidazol-1-yl)aniline hydrochloride), N#CN (cyanamide), Cl (hydrochloric acid). Run in O (water), C(C)O (ethanol). The product is COC=1C=C(C=CC1N1C=NC(=C1)C)NC(=N)N (1-(3-Methoxy-4-(4-methyl-1H-imidazol-1-yl)phenyl)guanidine). RXN SMILES: Cl.[CH3:2][O:3][C:4]1[CH:5]=[C:6]([CH:8]=[CH:9][C:10]=1[N:11]1[CH:15]=[C:14]([CH3:16])[N:13]=[CH:12]1)[NH2:7].[N:17]#[C:18][NH2:19].Cl.C(=O)([O-])[O-].[K+].[K+]>C(O)C.O>[CH3:2][O:3][C:4]1[CH:5]=[C:6]([NH:7][C:18]([NH2:19])=[NH:17])[CH:8]=[CH:9][C:10]=1[N:11]1[CH:15]=[C:14]([CH3:16])[N:13]=[CH:12]1 |f:0.1,4.5.6|. Procedure details: 3-Methoxy-4-(4-methyl-1H-imidazol-1-yl)aniline hydrochloride (3 g, 12.52 mmol), cyanamide (0.684 g, 16.27 mmol) and hydrochloric acid (1.564 mL, 18.77 mmol) in ethanol (20 mL) were heated to reflux o.n. The reaction mixture was concentrated under reduced pressure before the resulting mixture was poured on a solution of potassium carbonate (1.730 g, 12.52 mmol) in water (60 mL) and left in refrigerator o.n. The formed carbonate-salt was filtered off, and dried in vacuum oven o.n. The solid was wa... The reactants are dextran, [Fe] (iron), C1CC(=O)N(C1=O)OC(=O)CI (N-succinimidyl iodoacetate). Solvent: OP(=O)(O)[O-].OP(=O)([O-])[O-].[Na+].[Na+].[Na+].[Cl-].[Cl-].[K+].[K+] (phosphate buffered saline), CS(=O)C (DMSO). The product is [O-2].[Fe+2] (iron oxide), C1CC(=O)N(C1=O)OC(=O)CI (SIA). As a reaction SMILES: [Fe:1].[CH2:2]1[C:7](=[O:8])[N:6]([O:9][C:10]([CH2:12][I:13])=[O:11])[C:4](=[O:5])[CH2:3]1>OP([O-])(O)=O.OP([O-])([O-])=O.[Na+].[Na+].[Na+].[Cl-].[Cl-].[K+].[K+].CS(C)=O>[O-2:5].[Fe+2:1].[CH2:3]1[C:4](=[O:5])[N:6]([O:9][C:10]([CH2:12][I:13])=[O:11])[C:7](=[O:8])[CH2:2]1 |f:2.3.4.5.6.7.8.9.10,12.13|. Procedure details: 40 nm dextran-coated iron oxide nanoparticles (NP; 115,000 g/mole per iron core) were dissolved in 1× phosphate buffered saline (PBS; 137 mM NaCl, 10 mM Phosphate, 2.7 mM KCl, pH 7.4) at a concentration of 2 mg/mL. Vivotag-750 fluorophore was labeled on the NPs such that each NP has around 2 VT-750 fluorophores. The linker N-succinimidyl iodoacetate (SIA) was dissolved in DMSO at 20 mg/mL. The two solutions were mixed to obtain a 1-to-7 mass ratio between iron oxide NPs and SIA for 2 hr at room ... Reactants: ClC1=C(C=CC=C1)C1=NCC=2N(C3=C1C=C(S3)I)C(=NN2)C (4-(2-chlorophenyl)-2-iodo-9-methyl-6H-thieno[3,2-f][1,2,4]triazolo[4,3-a][1,4]diazepine), C1(=CC=CC=C1)C#C (phenylacetylene), C(C)O (ethanol). Solvent: C(Cl)Cl (methylene chloride). Yields the product ClC1=C(C=CC=C1)C1=NCC=2N(C3=C1C=C(S3)C#CC3=CC=CC=C3)C(=NN2)C (4-(2-chlorophenyl)-9-methyl-2-(phenylethynyl)-6H-thieno[3,2-f][1,2,4]triazolo[4,3-a][1,4]-diazepine). As a reaction SMILES: [Cl:1][C:2]1[CH:7]=[CH:6][CH:5]=[CH:4][C:3]=1[C:8]1[C:14]2[CH:15]=[C:16](I)[S:17][C:13]=2[N:12]2[C:19]([CH3:22])=[N:20][N:21]=[C:11]2[CH2:10][N:9]=1.[C:23]1([C:29]#[CH:30])[CH:28]=[CH:27][CH:26]=[CH:25][CH:24]=1.C(O)C>C(Cl)Cl>[Cl:1][C:2]1[CH:7]=[CH:6][CH:5]=[CH:4][C:3]=1[C:8]1[C:14]2[CH:15]=[C:16]([C:30]#[C:29][C:23]3[CH:28]=[CH:27][CH:26]=[CH:25][CH:24]=3)[S:17][C:13]=2[N:12]2[C:19]([CH3:22])=[N:20][N:21]=[C:11]2[CH2:10][N:9]=1. Procedure: The title compound was obtained by reacting 4-(2-chlorophenyl)-2-iodo-9-methyl-6H-thieno[3,2-f][1,2,4]triazolo[4,3-a][1,4]diazepine with phenylacetylene under the conditions described in EXAMPLE 37. The product was isolated by chromatography over the 50-fold amount of silica gel using 5% (v/v) of ethanol in methylene chloride for elution. The combined clean fractions were evaporated and the residue was crystallized from ethyl acetate to give colorless crystals of 4-(2-chlorophenyl)-9-methyl-2-(p... As a reaction SMILES: [Cl:6][c:7]1[cH:8][cH:9][c:10](-[c:13]2[cH:14][n:15][c:16]([CH2:18][O:19][CH2:20][CH3:21])[o:17]2)[cH:11][cH:12]1.[OH2:22].[S:1](=[O:2])(=[O:3])([OH:4])[OH:5]>>[Cl:6][c:7]1[cH:8][cH:9][c:10](-[c:13]2[cH:14][n:15][c:16]([CH2:18][OH:19])[o:17]2)[cH:11][cH:12]1. Reactants: CCOCc1ncc(-c2ccc(Cl)cc2)o1, O, O=S(=O)(O)O. Product: OCc1ncc(-c2ccc(Cl)cc2)o1.